From a dataset of the Open Reaction Database (ORD), a public repository of structured organic reaction records. describe an organic reaction: reactants, conditions, products, and yield Reactants: NC=1SC(=C(N1)C(=O)N1[C@H]2C[C@H]2C[C@H]1CN)C1=CC(=CC=C1)F ([2-amino-5-(3-fluoro-phenyl)-thiazol-4-yl]-((1S,3S,5S)-3-aminomethyl-2-aza-bicyclo[3.1.0]hex-2-yl)-methanone), C(C)N1N=C(C=C1C(=O)O)C (2-ethyl-5-methyl-2H-pyrazole-3-carboxylic acid). Yields the product NC=1SC(=C(N1)C(=O)N1[C@H]2C[C@H]2C[C@H]1CNC(=O)C=1N(N=C(C1)C)CC)C1=CC(=CC=C1)F (2-ethyl-5-methyl-2H-pyrazole-3-carboxylic acid {(1S,3S,5S)-2-[2-amino-5-(3-fluoro-phenyl)-thiazole-4-carbonyl]-2-aza-bicyclo[3.1.0]hex-3-ylmethyl}-amide). Reaction SMILES: [NH2:1][C:2]1[S:3][C:4]([C:17]2[CH:22]=[CH:21][CH:20]=[C:19]([F:23])[CH:18]=2)=[C:5]([C:7]([N:9]2[C@H:14]([CH2:15][NH2:16])[CH2:13][C@H:12]3[C@@H:10]2[CH2:11]3)=[O:8])[N:6]=1.[CH2:24]([N:26]1[C:30]([C:31](O)=[O:32])=[CH:29][C:28]([CH3:34])=[N:27]1)[CH3:25]>>[NH2:1][C:2]1[S:3][C:4]([C:17]2[CH:22]=[CH:21][CH:20]=[C:19]([F:23])[CH:18]=2)=[C:5]([C:7]([N:9]2[C@H:14]([CH2:15][NH:16][C:31]([C:30]3[N:26]([CH2:24][CH3:25])[N:27]=[C:28]([CH3:34])[CH:29]=3)=[O:32])[CH2:13][C@H:12]3[C@@H:10]2[CH2:11]3)=[O:8])[N:6]=1. Procedure: prepared by reaction of [2-amino-5-(3-fluoro-phenyl)-thiazol-4-yl]-((1S,3S,5S)-3-aminomethyl-2-aza-bicyclo[3.1.0]hex-2-yl)-methanone with 2-ethyl-5-methyl-2H-pyrazole-3-carboxylic acid. LC-MS (basic): tR=0.78 min; [M+H]+=469.2. Starting materials: [N+](=O)([O-])C1=C2C=CC(=NC2=CC=C1)Cl (5-nitro-2-chloroquinoline), CC1=CC=C(O1)CN (5-methyl-2-furanmethanamine), BrC1=C2C=CNC2=C(C=C1)F (4-bromo-7-fluoroindole). Yields the product FC=1C=CC(=C2C=CNC12)NC=1C=2C=CC(=NC2C=CC1)NCC=1OC(=CC1)C (N5-(7-Fluoro-1H-indol-4-yl)-N2-(5-methyl-furan-2-ylmethyl)-quinoline-2,5-diamine). RXN SMILES: [N+:1]([C:4]1[CH:13]=[CH:12][CH:11]=[C:10]2[C:5]=1[CH:6]=[CH:7][C:8](Cl)=[N:9]2)([O-])=O.[CH3:15][C:16]1[O:20][C:19]([CH2:21][NH2:22])=[CH:18][CH:17]=1.Br[C:24]1[CH:32]=[CH:31][C:30]([F:33])=[C:29]2[C:25]=1[CH:26]=[CH:27][NH:28]2>>[F:33][C:30]1[CH:31]=[CH:32][C:24]([NH:1][C:4]2[C:5]3[CH:6]=[CH:7][C:8]([NH:22][CH2:21][C:19]4[O:20][C:16]([CH3:15])=[CH:17][CH:18]=4)=[N:9][C:10]=3[CH:11]=[CH:12][CH:13]=2)=[C:25]2[C:29]=1[NH:28][CH:27]=[CH:26]2. Procedure details: The title compound, MS: m/e=387.1 (M+H+), was prepared in accordance with the general method of example 38 from 5-nitro-2-chloroquinoline, 5-methyl-2-furanmethanamine and 4-bromo-7-fluoroindole.